From a dataset of the Open Reaction Database (ORD), a public repository of structured organic reaction records. describe an organic reaction: reactants, conditions, products, and yield Reactants: CCOC(=O)C(C)(Cc1ccc(OCCC2CN(Cc3ccc4ccccc4c3)C(=O)N2Cc2ccc(OC)cc2)cc1)Oc1ccccc1, CC[SiH](CC)CC, O. Yields the product CCOC(=O)C(C)(Cc1ccc(OCCC2CN(Cc3ccc4ccccc4c3)C(=O)N2)cc1)Oc1ccccc1. RXN SMILES: [CH2:1]([CH3:2])[O:3][C:4]([C:5]([CH2:6][c:7]1[cH:8][cH:9][c:10]([O:13][CH2:14][CH2:15][CH:16]2[N:17]([CH2:33][c:34]3[cH:35][cH:36][c:37]([O:38][CH3:39])[cH:40][cH:41]3)[C:18](=[O:32])[N:19]([CH2:21][c:22]3[cH:23][c:24]4[cH:25][cH:26][cH:27][cH:28][c:29]4[cH:30][cH:31]3)[CH2:20]2)[cH:11][cH:12]1)([O:42][c:43]1[cH:44][cH:45][cH:46][cH:47][cH:48]1)[CH3:49])=[O:50].[CH2:51]([SiH:52]([CH2:53][CH3:54])[CH2:55][CH3:56])[CH3:57].[OH2:58]>>[CH2:1]([CH3:2])[O:3][C:4]([C:5]([CH2:6][c:7]1[cH:8][cH:9][c:10]([O:13][CH2:14][CH2:15][CH:16]2[NH:17][C:18](=[O:32])[N:19]([CH2:21][c:22]3[cH:23][c:24]4[cH:25][cH:26][cH:27][cH:28][c:29]4[cH:30][cH:31]3)[CH2:20]2)[cH:11][cH:12]1)([O:42][c:43]1[cH:44][cH:45][cH:46][cH:47][cH:48]1)[CH3:49])=[O:50]. Reactants: FC(C1=CC=C(OC2=CC=C(C=C2)O)C=C1)(F)F (4-(4-trifluoromethylphenoxy)phenol), BrC(C=CC(=O)OCC)C (ethyl 4-bromo-2-pentenoate), C([O-])([O-])=O.[K+].[K+] (potassium carbonate), ClC1=CC=CC=C1 (chlorobenzene). The reagents and catalysts are [Br-].C(CCC)[N+](CC)(CCCC)CCCC (tributylethyl ammonium bromide). The solvent is O (water). Reaction conditions: time 6 hour. Product: FC(C1=CC=C(OC2=CC=C(OC(C=CC(=O)OCC)C)C=C2)C=C1)(F)F (ethyl 4-[4-(4-trifluoromethylphenoxy)phenoxy]-2-pentenoate). The yield is 96.0%. Reaction SMILES: ClC1C=CC=CC=1.[F:8][C:9]([F:25])([F:24])[C:10]1[CH:23]=[CH:22][C:13]([O:14][C:15]2[CH:20]=[CH:19][C:18]([OH:21])=[CH:17][CH:16]=2)=[CH:12][CH:11]=1.Br[CH:27]([CH3:35])[CH:28]=[CH:29][C:30]([O:32][CH2:33][CH3:34])=[O:31].C(=O)([O-])[O-].[K+].[K+]>[Br-].C([N+](CCCC)(CCCC)CC)CCC.O>[F:8][C:9]([F:24])([F:25])[C:10]1[CH:23]=[CH:22][C:13]([O:14][C:15]2[CH:16]=[CH:17][C:18]([O:21][CH:27]([CH3:35])[CH:28]=[CH:29][C:30]([O:32][CH2:33][CH3:34])=[O:31])=[CH:19][CH:20]=2)=[CH:12][CH:11]=1 |f:3.4.5,6.7|. Procedure details: In a reactor, 100 ml of chlorobenzene and 100 ml of water were charged and then, 95.3 g (0.375 mole) of 4-(4-trifluoromethylphenoxy)phenol, 85.4 g (0.412 mole) of ethyl 4-bromo-2-pentenoate, 39.0 g (0.281 mole) of potassium carbonate and 1.1 g (0.00375 mole) of tributylethyl ammonium bromide were added. The mixture was refluxed with stirring for 6 hours to react them, and the water phase was removed and the organic phase was washed with 5% hydrochloric acid and with water and then, chlorobenzene... Reactants: CC1(C)CC(c2ccccc2N)Nc2ccc(Cl)cc21, ClCCl, O=S(=O)(Cl)c1ccccc1F, c1ccncc1. Product: CC1(C)CC(c2ccccc2NS(=O)(=O)c2ccccc2F)Nc2ccc(Cl)cc21. RXN SMILES: [Cl:1][c:2]1[cH:3][c:4]2[c:9]([cH:10][cH:11]1)[NH:8][CH:7]([c:12]1[c:13]([NH2:14])[cH:15][cH:16][cH:17][cH:18]1)[CH2:6][C:5]2([CH3:19])[CH3:20].[Cl:38][CH2:39][Cl:40].[F:27][c:28]1[c:29]([S:34](=[O:35])(=[O:36])[Cl:37])[cH:30][cH:31][cH:32][cH:33]1.[cH:21]1[cH:22][cH:23][n:24][cH:25][cH:26]1>>[Cl:1][c:2]1[cH:3][c:4]2[c:9]([cH:10][cH:11]1)[NH:8][CH:7]([c:12]1[c:13]([NH:14][S:34]([c:29]3[c:28]([F:27])[cH:33][cH:32][cH:31][cH:30]3)(=[O:35])=[O:36])[cH:15][cH:16][cH:17][cH:18]1)[CH2:6][C:5]2([CH3:19])[CH3:20]. Starting materials: C(C)(=O)OCC (ethyl acetate), NCC=C1C(CCC2=CC=C(C=C12)OC)(C)C (1-(2-aminoethylidene)-7-methoxy-2,2-dimethyl-1,2,3,4-tetrahydronaphthalene), O (water), C(C)(C)(C)N=C=O (Tert-butyl isocyanate). The solvent is C1CCOC1 (THF). Run at time 2 hour. Product: C(C)(C)(C)NC(NC\C=C/1\C(CCC2=CC=C(C=C12)OC)(C)C)=O ((Z)-1-[2-(3-tert-Butylureido)ethylidene]-7-methoxy-2,2-dimethyl-1,2,3,4-tetrahydronaphthalene). As a reaction SMILES: [NH2:1][CH2:2][CH:3]=[C:4]1[C:13]2[C:8](=[CH:9][CH:10]=[C:11]([O:14][CH3:15])[CH:12]=2)[CH2:7][CH2:6][C:5]1([CH3:17])[CH3:16].[C:18]([N:22]=[C:23]=[O:24])([CH3:21])([CH3:20])[CH3:19].O.C(OCC)(=O)C>C1COCC1>[C:18]([NH:22][C:23](=[O:24])[NH:1][CH2:2]/[CH:3]=[C:4]1/[C:5]([CH3:17])([CH3:16])[CH2:6][CH2:7][C:8]2[C:13]/1=[CH:12][C:11]([O:14][CH3:15])=[CH:10][CH:9]=2)([CH3:21])([CH3:20])[CH3:19]. Procedure details: To a solution of 1-(2-aminoethylidene)-7-methoxy-2,2-dimethyl-1,2,3,4-tetrahydronaphthalene (1.5 g, 6.48 mmol) in THF (30 ml) was gradually added dropwise, under ice-cooling, Tert-butyl isocyanate (0.84 g, 8.43 mmol). The mixture was stirred for 2 hours at room temperature. The reaction mixture was then poured into water. The organic layer was subjected to ethyl acetate. The extract solution was washed with brine and water, which was dried over anhydrous magnesium sulfate, followed by distilling...